From a dataset of the Open Reaction Database (ORD), a public repository of structured organic reaction records. describe an organic reaction: reactants, conditions, products, and yield Starting materials: S1C(NC(C1)=O)=O (2,4-thiazolidinedione), C(CCCCCCCCCCCCCCCCC)=O (stearaldehyde). Yields the product C(/CCCCCCCCCCCCCCCCC)=C/1\C(NC(S1)=O)=O ((Z)-5-octadecylidenethiazolidine-2,4-dione). As a reaction SMILES: [S:1]1[CH2:5][C:4](=[O:6])[NH:3][C:2]1=[O:7].[CH:8](=O)[CH2:9][CH2:10][CH2:11][CH2:12][CH2:13][CH2:14][CH2:15][CH2:16][CH2:17][CH2:18][CH2:19][CH2:20][CH2:21][CH2:22][CH2:23][CH2:24][CH3:25]>>[CH:25](=[C:5]1/[C:4](=[O:6])[NH:3][C:2](=[O:7])[S:1]/1)\[CH2:24][CH2:23][CH2:22][CH2:21][CH2:20][CH2:19][CH2:18][CH2:17][CH2:16][CH2:15][CH2:14][CH2:13][CH2:12][CH2:11][CH2:10][CH2:9][CH3:8]. Procedure details: TZD18 was prepared according to General Procedure A presented hereinabove using 2,4-thiazolidinedione and stearaldehyde as reactants. Reactants: C(#N)C1=C(N=NN1C(=O)N(C(C)C)C=1C=C(C(=O)OCC2=CC=CC=C2)C=CC1)C1=C(C=CC=C1F)F (Benzyl 3-(5-cyano-4-(2,6-difluorophenyl)-N-isopropyl-1H-1,2,3-triazole-1-carboxamido)benzoate), [H][H] (hydrogen). Reagents/catalysts: [Pd] (Pd/C). The solvent is CO (methanol). Run at time 30 minute. Product: C(#N)C1=C(N=NN1C(=O)N(C(C)C)C=1C=C(C(=O)O)C=CC1)C1=C(C=CC=C1F)F (3-(5-cyano-4-(2,6-difluorophenyl)-N-isopropyl-1H-1,2,3-triazole-1-carboxamido)benzoic acid). Reaction SMILES: [C:1]([C:3]1[N:7]([C:8]([N:10]([C:14]2[CH:15]=[C:16]([CH:27]=[CH:28][CH:29]=2)[C:17]([O:19]CC2C=CC=CC=2)=[O:18])[CH:11]([CH3:13])[CH3:12])=[O:9])[N:6]=[N:5][C:4]=1[C:30]1[C:35]([F:36])=[CH:34][CH:33]=[CH:32][C:31]=1[F:37])#[N:2].[H][H]>CO.[Pd]>[C:1]([C:3]1[N:7]([C:8]([N:10]([C:14]2[CH:15]=[C:16]([CH:27]=[CH:28][CH:29]=2)[C:17]([OH:19])=[O:18])[CH:11]([CH3:13])[CH3:12])=[O:9])[N:6]=[N:5][C:4]=1[C:30]1[C:31]([F:37])=[CH:32][CH:33]=[CH:34][C:35]=1[F:36])#[N:2]. Procedure details: To a solution of benzyl ester (6) (1.0 equiv) in methanol (0.1 M) under argon was added 5% Pd/C (0.1 equiv) and the inert atmosphere was replaced with hydrogen. The resulting mixture was stirred at rt for 30 min, filtered through a pad of Celite with aid of methanol and the resulting filtrate concentrated in vacuo. The residue was purified by preparative HPLC (0.1% formic acid in acetonitrile/water) to afford 3-(5-cyano-4-(2,6-difluorophenyl)-N-isopropyl-1H-1,2,3-triazole-1-carboxamido)benzoic a... Starting materials: ClC=1C=2N(C=CN1)C(=NC2)C2CC(C2)=O (3-(8-Chloroimidazo[1,5-a]pyrazin-3-yl)cyclobutanone), solution, C[Mg]Cl (methylmagnesium chloride). As a reaction SMILES: [Cl:1][C:2]1[C:3]2[N:4]([C:8]([CH:11]3[CH2:14][C:13](=[O:15])[CH2:12]3)=[N:9][CH:10]=2)[CH:5]=[CH:6][N:7]=1.[CH3:16][Mg]Cl>C1COCC1>[Cl:1][C:2]1[C:3]2[N:4]([C:8]([CH:11]3[CH2:12][C:13]([CH3:16])([OH:15])[CH2:14]3)=[N:9][CH:10]=2)[CH:5]=[CH:6][N:7]=1. Yields the product ClC=1C=2N(C=CN1)C(=NC2)C2CC(C2)(O)C (3-(8-Chloroimidazo[1,5-a]pyrazin-3-yl)-1-methylcyclobutanol). Run at temperature -78 celsius, time 3 hour. Procedure: 3-(8-Chloroimidazo[1,5-a]pyrazin-3-yl)cyclobutanone (1.95 g, 8.80 mmol) in anhydrous THF (77.78 mL) at −78° C. under an atmosphere of nitrogen was treated slowly with a 3.0 M solution of methylmagnesium chloride in THF (5.9 mL). The solution stirred for 3 hr at −78° C. then quenched with 40 mL of semi-saturated aqueous NH4Cl (NH4Cl dilution in 1:1 mixture with water) at −78° C. and allowed to warm up to rt. The mixture was then extracted with EtOAc (3×40 mL) and the combined extracts washed with... The solvent is C1CCOC1 (THF), C1CCOC1 (THF). Starting materials: O1C=CC=2C=NC=CC21 (furo[3,2-c]pyridine), NOC1=C(C=C(C=C1)[N+](=O)[O-])[N+](=O)[O-] (1-(aminooxy)-2,4-dinitrobenzene), C(C)OCC (Diethyl ether). Solvent: C(C)#N (acetonitrile). Reaction conditions: temperature 40 celsius, time 15 hour. Yields the product [N+](=O)([O-])C1=C(C=CC(=C1)[N+](=O)[O-])[O-].N[N+]1=CC2=C(C=C1)OC=C2 (5-aminofuro[3,2-c]pyridin-5-ium 2,4-dinitrobenzenolate). Isolated yield 80.3%. As a reaction SMILES: [O:1]1[C:9]2[CH:8]=[CH:7][N:6]=[CH:5][C:4]=2[CH:3]=[CH:2]1.[NH2:10][O:11][C:12]1[CH:17]=[CH:16][C:15]([N+:18]([O-:20])=[O:19])=[CH:14][C:13]=1[N+:21]([O-:23])=[O:22].C(OCC)C>C(#N)C>[N+:21]([C:13]1[CH:14]=[C:15]([N+:18]([O-:20])=[O:19])[CH:16]=[CH:17][C:12]=1[O-:11])([O-:23])=[O:22].[NH2:10][N+:6]1[CH:7]=[CH:8][C:9]2[O:1][CH:2]=[CH:3][C:4]=2[CH:5]=1 |f:4.5|. Reported procedure: To a solution of furo[3,2-c]pyridine (960 mg, 8.06 mmol) in acetonitrile (5.0 mL) was added 1-(aminooxy)-2,4-dinitrobenzene (1.77 g, 8.89 mmol) at room temperature, and the mixture was stirred at 40° C. for 15 hr. Diethyl ether was added, and the resulting precipitate was collected by filtration and washed with diethyl ether to give the title compound (2.06 g, yield 80%). Reactants: C(C)(=O)OC(C)=O (acetic anhydride), C(C)=O (acetaldehyde), aliphatic carboxylic acid ester, C(C)=O (acetaldehyde), O=O (oxygen). The reagents and catalysts are [Co] (cobalt), [Cu] (copper). The solvent is C(C)(=O)O (acetic acid). Product: C(C)(=O)O.C(C)(=O)OC(C)=O (acetic acid acetic anhydride). RXN SMILES: [C:1]([O:4][C:5](=[O:7])[CH3:6])(=[O:3])[CH3:2].C(=O)C.O=O>[Cu].[Co].C(O)(=O)C>[C:1]([OH:4])(=[O:3])[CH3:2].[C:1]([O:4][C:5](=[O:7])[CH3:6])(=[O:3])[CH3:2] |f:6.7|. Procedure: A process for the continuous production of acetic acid and acetic anhydride by reacting acetaldehyde by oxidizing it with gaseous oxygen in liquid phase in the presence of copper acylate and cobalt acylate as a catalyst and in the presence of an aliphatic carboxylic acid ester as a diluent in a reaction zone, which comprises: effecting the reaction at temperatures of 62° to 90° C. over a period of less than 20 minutes with the use of the diluent and acetaldehyde in a quantitative ratio of 60:40 ... Reported procedure: 10% Palladium on carbon is added to a solution methyl 2-(3-fluoro-4-nitrophenyl)propanoate in methanol and the mixture is charged with H2 (g). After stirring the reaction mixture for 6 h, the mixture is filtered using celite packed filter and purified by column chromatography to obtain methyl 2-(4-amino-3-fluorophenyl)propanoate. Run at time 6 hour. The solvent is CO (methanol). Yields the product NC1=C(C=C(C=C1)C(C(=O)OC)C)F (methyl 2-(4-amino-3-fluorophenyl)propanoate). Reaction SMILES: [F:1][C:2]1[CH:3]=[C:4]([CH:11]([CH3:16])[C:12]([O:14][CH3:15])=[O:13])[CH:5]=[CH:6][C:7]=1[N+:8]([O-])=O>[Pd].CO>[NH2:8][C:7]1[CH:6]=[CH:5][C:4]([CH:11]([CH3:16])[C:12]([O:14][CH3:15])=[O:13])=[CH:3][C:2]=1[F:1]. The reactants are FC=1C=C(C=CC1[N+](=O)[O-])C(C(=O)OC)C (methyl 2-(3-fluoro-4-nitrophenyl)propanoate). Reagents/catalysts: [Pd] (Palladium on carbon).